From a dataset of the Open Reaction Database (ORD), a public repository of structured organic reaction records. describe an organic reaction: reactants, conditions, products, and yield Product: Fc1c2ccc(c1F)C(Br)OCO2. The reactants are CO, CCOCC, OC1OCOc2ccc1c(F)c2F, O, BrP(Br)Br. As a reaction SMILES: [CH3:18][OH:19].[CH3:21][CH2:22][O:23][CH2:24][CH3:25].[F:5][c:6]1[c:7]2[cH:16][cH:15][c:12]([c:13]1[F:14])[O:11][CH2:10][O:9][CH:8]2[OH:17].[OH2:20].[P:1]([Br:2])([Br:3])[Br:4]>>[Br:2][CH:8]1[c:7]2[c:6]([F:5])[c:13]([F:14])[c:12]([cH:15][cH:16]2)[O:11][CH2:10][O:9]1. The reactants are C(OC)(OC)OC (Trimethyl orthoformate), C(C)(C)C=1C(=C(C=O)C=CC1)OCOC (3-isopropyl-2-(methoxymethoxy)benzaldehyde). The reagents and catalysts are [Cl-].[NH4+] (ammonium chloride). Run in CO (methanol). Product: COC(C1=C(C(=CC=C1)C(C)C)OCOC)OC (1-(dimethoxymethyl)-3-isopropyl-2-(methoxymethoxy)benzene). The yield is 90.5%. As a reaction SMILES: [CH:1]([O:6][CH3:7])([O:4][CH3:5])OC.[CH:8]([C:11]1[C:12]([O:19][CH2:20][O:21][CH3:22])=[C:13]([CH:16]=[CH:17][CH:18]=1)C=O)([CH3:10])[CH3:9]>CO.[Cl-].[NH4+]>[CH3:7][O:6][CH:1]([O:4][CH3:5])[C:13]1[CH:16]=[CH:17][CH:18]=[C:11]([CH:8]([CH3:10])[CH3:9])[C:12]=1[O:19][CH2:20][O:21][CH3:22] |f:3.4|. Reported procedure: Trimethyl orthoformate (2.35 ml, 21.4 mmol) and ammonium chloride (52 mg, 0.98 mmol) were added to a solution of 3-isopropyl-2-(methoxymethoxy)benzaldehyde (4.06 g, 19.5 mmol) which was synthesized according to the method described in literature (James, R. et al., J. Med. Chem., 1980, vol. 23, pp. 1350-1357) in methanol (65 ml), and the mixture was stirred under heating with reflux for 1 hour. The solvent was removed under reduced pressure and a saturated aqueous sodium hydrogencarbonate solutio... The reactants are COC1=C(C=CC=C1)C1=NC2=CC(=CC=C2C(N1)=O)C (2-(2-methoxyphenyl)-7-methyl-3H-quinazolin-4-one), P(=O)(Cl)(Cl)Cl (phosphorus oxychloride), C(C)(C)N(CC)C(C)C (diisopropyl ethylamine). Solvent: C1(=CC=CC=C1)C (toluene). Conditions: temperature 80 celsius. Product: ClC1=NC(=NC2=CC(=CC=C12)C)C1=C(C=CC=C1)OC (4-chloro-2-(2-methoxy-phenyl)-7-methyl-quinazoline), solid. The yield is 72.0%. Reaction SMILES: [CH3:1][O:2][C:3]1[CH:8]=[CH:7][CH:6]=[CH:5][C:4]=1[C:9]1[NH:18][C:17](=O)[C:16]2[C:11](=[CH:12][C:13]([CH3:20])=[CH:14][CH:15]=2)[N:10]=1.C(N(C(C)C)CC)(C)C.P(Cl)(Cl)([Cl:32])=O>C1(C)C=CC=CC=1>[Cl:32][C:17]1[C:16]2[C:11](=[CH:12][C:13]([CH3:20])=[CH:14][CH:15]=2)[N:10]=[C:9]([C:4]2[CH:5]=[CH:6][CH:7]=[CH:8][C:3]=2[O:2][CH3:1])[N:18]=1. Procedure: To a mechanically stirred suspension of 2-(2-methoxyphenyl)-7-methyl-3H-quinazolin-4-one (100 g, 0.37 mol) in 1 L toluene was added diisopropyl ethylamine (100 mL), followed by phosphorus oxychloride (69 g, 0.45 mol). The reaction was then heated to 80° C. for 4 h. The reaction mixture was distilled under reduced pressure to remove toluene, and the resulting residue was dissolved in 2.2 L CH2Cl2. Ice water was added, and the pH was adjusted to 8-9 with saturated aqueous sodium bicarbonate soluti... The reactants are C(C1=CC=CC=C1)S(=O)(=O)NC=1C(N(C(=CC1)C)CC(=O)O)=O (2-[3-[(benzylsulfonyl)amino]-6-methyl-2-oxo-1(2H)-pyridinyl]acetic acid), Cl.CN1N=C2CCC(CC2=C1)N (2-methyl-4,5,6,7-tetrahydro-2H-indazol-5-ylamine hydrochloride). Product: C(C1=CC=CC=C1)S(=O)(=O)NC=1C(N(C(=CC1)C)CC(=O)NC1CC2=CN(N=C2CC1)C)=O ((±)-2-[3-[(benzylsulfonyl)amino]-6-metyl-2 -oxo-1(2H)pyridinyl]-N-(2-methyl-4,5,6,7-tetrahydro-2H-indazol-5-yl)acetamide). RXN SMILES: [CH2:1]([S:8]([NH:11][C:12]1[C:13](=[O:23])[N:14]([CH2:19][C:20](O)=[O:21])[C:15]([CH3:18])=[CH:16][CH:17]=1)(=[O:10])=[O:9])[C:2]1[CH:7]=[CH:6][CH:5]=[CH:4][CH:3]=1.Cl.[CH3:25][N:26]1[CH:34]=[C:33]2[C:28]([CH2:29][CH2:30][CH:31]([NH2:35])[CH2:32]2)=[N:27]1>>[CH2:1]([S:8]([NH:11][C:12]1[C:13](=[O:23])[N:14]([CH2:19][C:20]([NH:35][CH:31]2[CH2:30][CH2:29][C:28]3[C:33](=[CH:34][N:26]([CH3:25])[N:27]=3)[CH2:32]2)=[O:21])[C:15]([CH3:18])=[CH:16][CH:17]=1)(=[O:10])=[O:9])[C:2]1[CH:7]=[CH:6][CH:5]=[CH:4][CH:3]=1 |f:1.2|. Procedure: The title compound was prepared from 2-[3-[(benzylsulfonyl)amino]-6-methyl-2-oxo-1(2H)-pyridinyl]acetic acid and 2-methyl-4,5,6,7-tetrahydro-2H-indazol-5-ylamine hydrochloride using the procedure of EXAMPLE 1 (STEP 6), and was obtained as a faint yellow solid compound. The reactants are BrC1=NN2C(SC=C2C2=C(C=C(C=C2OC)COC)OC)=C1 (6-bromo-3-[2,6-dimethoxy-4-(methoxymethyl)phenyl]pyrazolo[5,1-b][1,3]thiazole), CS(=O)[O-].[Na+] (sodium methanesulphinate), N1[C@H](C(=O)O)CCC1 (L-proline), [OH-].[Na+] (sodium hydroxide). The reagents and catalysts are [Cu](I)I (copper iodide). Run in CS(=O)C (dimethyl sulfoxide), O (water). Conditions: temperature 140 celsius. Yields the product COC1=C(C(=CC(=C1)COC)OC)C=1N2C(SC1)=CC(=N2)S(=O)(=O)C (3-[2,6-Dimethoxy-4-(methoxymethyl)phenyl]-6-(methylsulfonyl)pyrazolo[5,1-b][1,3]thiazole). The yield is 89.7%. As a reaction SMILES: Br[C:2]1[CH:22]=[C:5]2[S:6][CH:7]=[C:8]([C:9]3[C:14]([O:15][CH3:16])=[CH:13][C:12]([CH2:17][O:18][CH3:19])=[CH:11][C:10]=3[O:20][CH3:21])[N:4]2[N:3]=1.[CH3:23][S:24]([O-:26])=[O:25].[Na+].N1CCC[C@H]1C(O)=O.[OH-].[Na+]>[Cu](I)I.O.CS(C)=O>[CH3:21][O:20][C:10]1[CH:11]=[C:12]([CH2:17][O:18][CH3:19])[CH:13]=[C:14]([O:15][CH3:16])[C:9]=1[C:8]1[N:4]2[N:3]=[C:2]([S:24]([CH3:23])(=[O:26])=[O:25])[CH:22]=[C:5]2[S:6][CH:7]=1 |f:1.2,4.5|. Procedure: To a dimethyl sulfoxide (28.0 mL) solution of 6-bromo-3-[2,6-dimethoxy-4-(methoxymethyl)phenyl]pyrazolo[5,1-b][1,3]thiazole (1.12 g, 2.92 mmol) were added sodium methanesulphinate (2.38 g, 23.3 mmol), L-proline (268 mg, 2.33 mmol), sodium hydroxide (184 mg, 4.61 mmol), and copper iodide (444 mg, 2.33 mmol) and the mixture was heated at 140° C. for three hours by using Biotage Initiator™ Microwave Synthesizer. After the reaction was completed, water was added, the reaction mixture was extracted w...